Dataset: the Open Reaction Database (ORD), a public repository of structured organic reaction records. Task: describe an organic reaction: reactants, conditions, products, and yield Starting materials: COC=1C=C(C=C(C1OC)OC)[C@@H]2C=3C=C4C(=CC3[C@@H]([C@@H]5[C@H]2C(=O)OC5)O)OCO4 (picropodophyllotoxin), Cl (HCl), C([O-])([O-])=O.[Ca+2] (calcium carbonate). Reported procedure: The first synthesis of podophyllotoxin, compound 6 (Scheme 2), was reported by Gensler and coworkers [J. Am. Chem. Soc., 76: 5894 (1954); J. Am. Chem. Soc., 76: 315 (1954)]. ##STR13## Stobbe condensation of 1-(3',4',5'-trimethoxybenzoyl)-3,4-methylenedioxybenzene 26 with ethyl succinate followed by saponification and hydrogenation gave the saturated dibasic acid 27. Conversion to the anhydride followed by intramolecular Friedel-Crafts acylation and then esterification gave the cyclic keto-ester ... Yields the product COC=1C=C(C=C(C1OC)OC)[C@@H]2C=3C=C4C(=CC3[C@@H]([C@@H]5[C@@H]2C(=O)OC5)O)OCO4 (PODOPHYLLOTOXIN). RXN SMILES: [CH3:1][O:2][C:3]1[CH:4]=[C:5]([C@H:13]2[C@@H:22]3[C:23]([O:25][CH2:26][C@@H:21]3[C@@H:20]([OH:27])[C:19]3[CH:18]=[C:17]4[O:28][CH2:29][O:30][C:16]4=[CH:15][C:14]2=3)=[O:24])[CH:6]=[C:7]([O:11][CH3:12])[C:8]=1[O:9][CH3:10].Cl.C(=O)([O-])[O-].[Ca+2]>C(O)(=O)C>[CH3:12][O:11][C:7]1[CH:6]=[C:5]([C@H:13]2[C@H:22]3[C:23]([O:25][CH2:26][C@@H:21]3[C@@H:20]([OH:27])[C:19]3[CH:18]=[C:17]4[O:28][CH2:29][O:30][C:16]4=[CH:15][C:14]2=3)=[O:24])[CH:4]=[C:3]([O:2][CH3:1])[C:8]=1[O:9][CH3:10] |f:2.3|. The solvent is C(C)(=O)O (acetic acid). Starting materials: C(C)OC(=O)C1=C(C=2C(N=C1Cl)=NN(C2)CC2=CC=C(C=C2)OC)Cl (4,6-dichloro-2-(4-methoxyphenyl)methyl-2H-pyrazolo[3,4-b]pyridine-5-carboxylic acid ethyl ester), N (NH3). The solvent is CCO.C1CCOC1 (EtOH THF). Reaction conditions: time 12 day. Yields the product C(C)OC(=O)C1=C(C=2C(N=C1Cl)=NN(C2)CC2=CC=C(C=C2)OC)N (4-Amino-6-chloro-2-(4-methoxyphenyl)methyl-2H-pyrazolo[3,4-b]pyridine-5-carboxylic acid ethyl ester). Reaction SMILES: [CH2:1]([O:3][C:4]([C:6]1[C:11]([Cl:12])=[N:10][C:9]2=[N:13][N:14]([CH2:16][C:17]3[CH:22]=[CH:21][C:20]([O:23][CH3:24])=[CH:19][CH:18]=3)[CH:15]=[C:8]2[C:7]=1Cl)=[O:5])[CH3:2].[NH3:26]>CCO.C1COCC1>[CH2:1]([O:3][C:4]([C:6]1[C:11]([Cl:12])=[N:10][C:9]2=[N:13][N:14]([CH2:16][C:17]3[CH:22]=[CH:21][C:20]([O:23][CH3:24])=[CH:19][CH:18]=3)[CH:15]=[C:8]2[C:7]=1[NH2:26])=[O:5])[CH3:2] |f:2.3|. Reported procedure: A solution of 4,6-dichloro-2-(4-methoxyphenyl)methyl-2H-pyrazolo[3,4-b]pyridine-5-carboxylic acid ethyl ester (1.21 g) in EtOH/THF was saturated with NH3. Then solution was then stirred for 12 days (the solution was resaturated several times during that time). The solvent was removed and the residue was dissolved in EtOAc (250 mL). The solution was washed with aqueous NaCHCO3 and dried. Removal of the solvent gave the product (1 g) as a white solid. LC: 3.84 (Gradient 1); MH+: 347.